This data is from the Open Reaction Database (ORD), a public repository of structured organic reaction records. The task is: describe an organic reaction: reactants, conditions, products, and yield The reactants are CC1=NC(=NO1)C1=CC=C(C=C1)N (4-(5-methyl-[1,2,4]oxadiazol-3-yl)phenylamine), FC1=C2CCCOC2=C(C=C1C=O)OC (5-fluoro-8-methoxychromane-6-carbaldehyde), C[Si](C)(C)C#N (trimethylsilyl cyanide), C(F)(F)(F)S(=O)(=O)[O-].C(F)(F)(F)S(=O)(=O)[O-].C(F)(F)(F)S(=O)(=O)[O-].[Yb+3] (Yb(OTf)3). The solvent is C1CCOC1 (THF). Reaction conditions: time 8 hour. The product is FC1=C2CCCOC2=C(C=C1C(C#N)NC1=CC=C(C=C1)C1=NOC(=N1)C)OC ((5-fluoro-8-methoxychroman-6-yl)-[4-(5-methyl-[1,2,4]oxadiazol-3-yl)phenylamino]acetonitrile). RXN SMILES: [CH3:1][C:2]1[O:6][N:5]=[C:4]([C:7]2[CH:12]=[CH:11][C:10]([NH2:13])=[CH:9][CH:8]=2)[N:3]=1.[F:14][C:15]1[C:24]([CH:25]=O)=[CH:23][C:22]([O:27][CH3:28])=[C:21]2[C:16]=1[CH2:17][CH2:18][CH2:19][O:20]2.C[Si]([C:33]#[N:34])(C)C.C(S([O-])(=O)=O)(F)(F)F.C(S([O-])(=O)=O)(F)(F)F.C(S([O-])(=O)=O)(F)(F)F.[Yb+3]>C1COCC1>[F:14][C:15]1[C:24]([CH:25]([NH:13][C:10]2[CH:11]=[CH:12][C:7]([C:4]3[N:3]=[C:2]([CH3:1])[O:6][N:5]=3)=[CH:8][CH:9]=2)[C:33]#[N:34])=[CH:23][C:22]([O:27][CH3:28])=[C:21]2[C:16]=1[CH2:17][CH2:18][CH2:19][O:20]2 |f:3.4.5.6|. Reported procedure: After adding 940 mg of 4-(5-methyl-[1,2,4]oxadiazol-3-yl)phenylamine, 1.125 g of 5-fluoro-8-methoxychromane-6-carbaldehyde, 1 g of MS3A and 1.43 ml of trimethylsilyl cyanide to a solution of 330 mg of Yb(OTf)3 in 20 ml of THF under a nitrogen atmosphere, the mixture was stirred overnight at room temperature. The reaction mixture was filtered through celite, and the celite was washed with ethyl acetate. The organic layer was concentrated under reduced pressure to give (5-fluoro-8-methoxychroman-6... Reactants: ClOC(C)(C)C (t-butyl hypochlorite), C=CC(C)=C (isoprene), C(C)(=O)O (acetic acid). Product: ClCC(=CCOC(C)=O)C (1-Chloro-2-methyl-4-acetoxy-2-butene). Reaction SMILES: [Cl:1]OC(C)(C)C.[CH2:7]=[CH:8][C:9](=[CH2:11])[CH3:10].[C:12]([OH:15])(=[O:14])[CH3:13]>>[Cl:1][CH2:11][C:9]([CH3:10])=[CH:8][CH2:7][O:14][C:12](=[O:15])[CH3:13]. Procedure details: 1-Chloro-2-methyl-4-acetoxy-2-butene was prepared in accordance with the process described in J. Am. Chem. Soc. 72 4610 (1950) by reacting t-butyl hypochlorite with isoprene in an acetic acid medium. Starting materials: C(C)(C)(C)[Li] (t-butyl lithium), BrC=1SC=CC1 (2-bromothiophene), C(Cl)[C@H]1CO1 ((R)-Epichlorohydrin). The solvent is CCOCC (ether). Conditions: time 1.5 hour. The product is ClC[C@@H](CC=1SC=CC1)O ((R)-1-chloro-3-thiophen-2-yl-propan-2-ol). Isolated yield 25.8%. Reaction SMILES: Br[C:2]1[S:3][CH:4]=[CH:5][CH:6]=1.C([Li])(C)(C)C.[CH2:12]([C@@H:14]1[O:16][CH2:15]1)[Cl:13]>CCOCC>[Cl:13][CH2:12][C@H:14]([OH:16])[CH2:15][C:2]1[S:3][CH:4]=[CH:5][CH:6]=1. Procedure: To a solution of 2-bromothiophene (0.95 mL, 9 mmol) in ether (60 mL) cooled to −100° C. was added t-butyl lithium (5.41 mL of 1.7 M in pentane, 9 mmol) by dropwise addition. The reaction mixture was stirred at this temperature for 30 min. (R)-Epichlorohydrin (1.08 mL, 14 mmol) was added and the −100° C. bath was replaced with an ice/ethanol bath. The reaction was stirred at this temperature for 1.5 h and then stirred in an ice-bath for an additional 1.5 h. The reaction mixture was poured onto wa... The reactants are Cl (HCl), COC(C1=C(C=C(C=C1)CN(C)C1=C(C=C(C=C1)OCC=1N(N=CC1C1CC1)C1=C(C=CC=C1)OC(F)(F)F)C)OC)=O (4-[({4-[4-cyclopropyl-2-(2-trifluoromethoxy-phenyl)-2H-pyrazol-3-ylmethoxy]-2-methyl-phenyl}-methyl-amino)-methyl]-2-methoxy-benzoic acid methyl ester), [OH-].[Na+] (sodium hydroxide), C1CCOC1 (THF). The solvent is CO (methanol), O (water). Yields the product C1(CC1)C1=C(N(N=C1)C1=C(C=CC=C1)OC(F)(F)F)COC1=CC(=C(C=C1)N(C)CC1=CC(=C(C(=O)O)C=C1)OC)C (4-[({4-[4-Cyclopropyl-2-(2-trifluoromethoxy-phenyl)-2H-pyrazol-3-ylmethoxy]-2-methyl-phenyl}-methyl-amino)-methyl]-2-methoxy-benzoic Acid). The yield is 96.1%. Reaction SMILES: C[O:2][C:3](=[O:43])[C:4]1[CH:9]=[CH:8][C:7]([CH2:10][N:11]([C:13]2[CH:18]=[CH:17][C:16]([O:19][CH2:20][C:21]3[N:22]([C:29]4[CH:34]=[CH:33][CH:32]=[CH:31][C:30]=4[O:35][C:36]([F:39])([F:38])[F:37])[N:23]=[CH:24][C:25]=3[CH:26]3[CH2:28][CH2:27]3)=[CH:15][C:14]=2[CH3:40])[CH3:12])=[CH:6][C:5]=1[O:41][CH3:42].[OH-].[Na+].C1COCC1.Cl>O.CO>[CH:26]1([C:25]2[CH:24]=[N:23][N:22]([C:29]3[CH:34]=[CH:33][CH:32]=[CH:31][C:30]=3[O:35][C:36]([F:37])([F:38])[F:39])[C:21]=2[CH2:20][O:19][C:16]2[CH:17]=[CH:18][C:13]([N:11]([CH2:10][C:7]3[CH:8]=[CH:9][C:4]([C:3]([OH:43])=[O:2])=[C:5]([O:41][CH3:42])[CH:6]=3)[CH3:12])=[C:14]([CH3:40])[CH:15]=2)[CH2:28][CH2:27]1 |f:1.2|. Procedure: A mixture of 4-[({4-[4-cyclopropyl-2-(2-trifluoromethoxy-phenyl)-2H-pyrazol-3-ylmethoxy]-2-methyl-phenyl}-methyl-amino)-methyl]-2-methoxy-benzoic acid methyl ester (0.30 g, 0.51 mmol), sodium hydroxide (5 N, 0.5 mL), THF (3 mL) and methanol (3 mL) is heated to reflux for 1 h. The reaction is cooled and acidified with 5 N HCl, then diluted with water and extracted with ethyl acetate. The combined organic layers are washed with brine and dried over MgSO4 to give the tile compound (285 mg, 97%) as ...